Dataset: the Open Reaction Database (ORD), a public repository of structured organic reaction records. Task: describe an organic reaction: reactants, conditions, products, and yield The product is CN1CCN(c2ccc(F)cc2CC2CCNC2=O)CC1. Starting materials: CO, CN1CCN(c2ccc(F)cc2C=C2CCNC2=O)CC1. RXN SMILES: [CH3:22][OH:23].[F:1][c:2]1[cH:3][cH:4][c:5]([N:15]2[CH2:16][CH2:17][N:18]([CH3:21])[CH2:19][CH2:20]2)[c:6]([CH:7]=[C:8]2[C:9](=[O:13])[NH:10][CH2:11][CH2:12]2)[cH:14]1>>[F:1][c:2]1[cH:3][cH:4][c:5]([N:15]2[CH2:16][CH2:17][N:18]([CH3:21])[CH2:19][CH2:20]2)[c:6]([CH2:7][CH:8]2[C:9](=[O:13])[NH:10][CH2:11][CH2:12]2)[cH:14]1.